This data is from the Open Reaction Database (ORD), a public repository of structured organic reaction records. The task is: describe an organic reaction: reactants, conditions, products, and yield Starting materials: [Si](C)(C)(C(C)(C)C)OCC(C)(C)N1C=C(C2=C1N=CN=C2)I (7-(2-{[tert-butyl(dimethyl)silyl]oxy}-1,1-dimethylethyl)-5-iodo-7H-pyrrolo[2,3-d]pyrimidine), C1(=CC=CC=C1)C(C1=CC=CC=C1)=NC=1C=NC=C(C(=O)N(C)OC)C1 (5-[(diphenylmethylene)amino]-N-methoxy-N-methylnicotinamide). Yields the product [Si](C)(C)(C(C)(C)C)OCC(C)(C)N1C=C(C2=C1N=CN=C2)C(=O)C=2C=NC=C(C2)N=C(C2=CC=CC=C2)C2=CC=CC=C2 ([7-(2-{[tert-Butyl(dimethyl)silyl]oxy}-1,1-dimethylethyl)-7H-pyrrolo[2,3-d]pyrimidin-5-yl]{5-[(diphenylmethylene)amino]pyridin-3-yl}methanone). Reaction SMILES: [Si:1]([O:8][CH2:9][C:10]([N:13]1[C:17]2[N:18]=[CH:19][N:20]=[CH:21][C:16]=2[C:15](I)=[CH:14]1)([CH3:12])[CH3:11])([C:4]([CH3:7])([CH3:6])[CH3:5])([CH3:3])[CH3:2].[C:23]1([C:29](=[N:36][C:37]2[CH:38]=[N:39][CH:40]=[C:41]([CH:48]=2)[C:42](N(OC)C)=[O:43])[C:30]2[CH:35]=[CH:34][CH:33]=[CH:32][CH:31]=2)[CH:28]=[CH:27][CH:26]=[CH:25][CH:24]=1>>[Si:1]([O:8][CH2:9][C:10]([N:13]1[C:17]2[N:18]=[CH:19][N:20]=[CH:21][C:16]=2[C:15]([C:42]([C:41]2[CH:40]=[N:39][CH:38]=[C:37]([N:36]=[C:29]([C:30]3[CH:35]=[CH:34][CH:33]=[CH:32][CH:31]=3)[C:23]3[CH:28]=[CH:27][CH:26]=[CH:25][CH:24]=3)[CH:48]=2)=[O:43])=[CH:14]1)([CH3:12])[CH3:11])([C:4]([CH3:7])([CH3:6])[CH3:5])([CH3:3])[CH3:2]. Procedure: The title compound was prepared according to the method described for Preparation 24 using 7-(2-{[tert-butyl(dimethyl)silyl]oxy}-1,1-dimethylethyl)-5-iodo-7H-pyrrolo[2,3-d]pyrimidine (see Preparation 15) and 5-[(diphenylmethylene)amino]-N-methoxy-N-methylnicotinamide (see Preparation 23) to afford the title compound as a colourless gum in 56% yield, 1.49 g. Starting materials: OCCCCCCCl, Cl, Fc1ccc2c(C3CCNCC3)noc2c1, [Li+], [Li+], O=C([O-])[O-], CN(C)C=O, O. The product is OCCCCCCN1CCC(c2noc3cc(F)ccc23)CC1. Reaction SMILES: [Cl:24][CH2:25][CH2:26][CH2:27][CH2:28][CH2:29][CH2:30][OH:31].[ClH:1].[F:2][c:3]1[cH:4][c:5]2[c:6]([c:7]([CH:10]3[CH2:11][CH2:12][NH:13][CH2:14][CH2:15]3)[n:8][o:9]2)[cH:16][cH:17]1.[Li+:18].[Li+:19].[O-:20][C:21](=[O:22])[O-:23].[O:33]=[CH:34][N:35]([CH3:36])[CH3:37].[OH2:32]>>[F:2][c:3]1[cH:4][c:5]2[c:6]([c:7]([CH:10]3[CH2:11][CH2:12][N:13]([CH2:25][CH2:26][CH2:27][CH2:28][CH2:29][CH2:30][OH:31])[CH2:14][CH2:15]3)[n:8][o:9]2)[cH:16][cH:17]1. Reactants: O[C@@H]1[C@@H](COC1)OC1=NC(=NC2=CC=CC=C12)N1CCNCC1 (4-[cis-(4-hydroxytetrahydrofuran-3-yl)oxy]-2-(1-piperazin-yl)quinazoline), C(C)(=O)O (acetic acid). Solvent: CO (methanol). Yields the product C(C)(=O)O.O[C@@H]1[C@@H](COC1)OC1=NC(=NC2=CC=CC=C12)N1CCNCC1 (4-[cis-(4-hydroxytetrahydrofuran-3-yl)oxy]-2-(1-piperazinyl)quinazoline monoacetate). Isolated yield 70.8%. RXN SMILES: [OH:1][C@H:2]1[CH2:6][O:5][CH2:4][C@H:3]1[O:7][C:8]1[C:17]2[C:12](=[CH:13][CH:14]=[CH:15][CH:16]=2)[N:11]=[C:10]([N:18]2[CH2:23][CH2:22][NH:21][CH2:20][CH2:19]2)[N:9]=1.[C:24]([OH:27])(=[O:26])[CH3:25]>CO>[C:24]([OH:27])(=[O:26])[CH3:25].[OH:1][C@H:2]1[CH2:6][O:5][CH2:4][C@H:3]1[O:7][C:8]1[C:17]2[C:12](=[CH:13][CH:14]=[CH:15][CH:16]=2)[N:11]=[C:10]([N:18]2[CH2:19][CH2:20][NH:21][CH2:22][CH2:23]2)[N:9]=1 |f:3.4|. Procedure: 4-[cis-(4-Hydroxytetrahydrofuran-3-yl)oxy]-2-(1-piperazinyl)quinazoline (cf. Example 14) (0.95 g) is dissolved in methanol (20 ml), and thereto is added acetic acid (0.22 g), and the mixture is evaporated to dryness under reduced pressure. The resulting residue is recrystallized from acetonitrile-methanol to give 4-[cis-(4-hydroxytetrahydrofuran-3-yl)oxy]-2-(1-piperazinyl)quinazoline monoacetate (0.8 g) as crystals. Reactants: CC1=C(CN=C=O)C=C(C=C1)C1=CC=CC=C1 (2-methyl-5-phenylbenzylisocyanate), C(C)(=O)NN (acetohydrazide). Solvent: O1CCCC1 (tetrahydrofuran). Yields the product C(C)(=O)NNC(=O)NCC1=C(C=CC(=C1)C1=CC=CC=C1)C (1-acetyl-4-(2-methyl-5-phenylbenzyl)semicarbazide). Isolated yield 28.3%. As a reaction SMILES: [CH3:1][C:2]1[CH:11]=[CH:10][C:9]([C:12]2[CH:17]=[CH:16][CH:15]=[CH:14][CH:13]=2)=[CH:8][C:3]=1[CH2:4][N:5]=[C:6]=[O:7].[C:18]([NH:21][NH2:22])(=[O:20])[CH3:19]>O1CCCC1>[C:18]([NH:21][NH:22][C:6]([NH:5][CH2:4][C:3]1[CH:8]=[C:9]([C:12]2[CH:17]=[CH:16][CH:15]=[CH:14][CH:13]=2)[CH:10]=[CH:11][C:2]=1[CH3:1])=[O:7])(=[O:20])[CH3:19]. Procedure: To a solution of 2.47 g (11.1 mmol) of crude 2-methyl-5-phenylbenzylisocyanate in 50 ml of tetrahydrofuran was added 0.82 g of acetohydrazide and the mixture was heated under reflux for 1 hour. After allowing to cool to room temperature, the reaction mixture was concentrated, and the residue was recrystallized from ethanol to obtain 0.93 g (3.13 mmol) of 1-acetyl-4-(2-methyl-5-phenylbenzyl)semicarbazide. The reactants are Cl.NO (hydroxylamine hydrochloride), C(=O)(O)[O-].[Na+] (NaHCO3), FC(C=1C=C(C=CC1)N1CCN(CC1)S(=O)(=O)C1=CC=C(C=C1)/C=C/C(=O)Cl)(F)F ((E)-3-[4-({4-[3-(Trifluoromethyl)phenyl]-1-piperazinyl}sulfonyl)phenyl]-2-propenoyl chloride), resultant mixture. Solvent: O (water), O1CCCC1 (tetrahydrofuran), O (water), O1CCCC1 (tetrahydrofuran). Reaction conditions: time 0.5 hour. Product: ONC(\C=C\C1=CC=C(C=C1)S(=O)(=O)N1CCN(CC1)C1=CC(=CC=C1)C(F)(F)F)=O ((E)-N-Hydroxy-3-[4-({4-[3-(trifluoromethyl)phenyl]-1-piperazinyl}-sulfonyl)phenyl]-2-propenamide). Isolated yield 74.8%. Reaction SMILES: Cl.[NH2:2][OH:3].C([O-])(O)=O.[Na+].[F:9][C:10]([F:38])([F:37])[C:11]1[CH:12]=[C:13]([N:17]2[CH2:22][CH2:21][N:20]([S:23]([C:26]3[CH:31]=[CH:30][C:29](/[CH:32]=[CH:33]/[C:34](Cl)=[O:35])=[CH:28][CH:27]=3)(=[O:25])=[O:24])[CH2:19][CH2:18]2)[CH:14]=[CH:15][CH:16]=1>O1CCCC1.O>[OH:3][NH:2][C:34](=[O:35])/[CH:33]=[CH:32]/[C:29]1[CH:30]=[CH:31][C:26]([S:23]([N:20]2[CH2:21][CH2:22][N:17]([C:13]3[CH:14]=[CH:15][CH:16]=[C:11]([C:10]([F:38])([F:37])[F:9])[CH:12]=3)[CH2:18][CH2:19]2)(=[O:25])=[O:24])=[CH:27][CH:28]=1 |f:0.1,2.3|. Reported procedure: To a suspension of hydroxylamine hydrochloride (0.24 g, 3.4 mmol) in tetrahydrofuran (5.0 mL) a solution of NaHCO3 (0.40 g, 4.8 mmol) in water (6 mL) was added and the resultant mixture was stirred at ambient temperature for 5 minutes. The reaction mixture was added to a suspension of (E)-3-[4-({4-[3-(trifluoromethyl)phenyl]-1-piperazinyl}sulfonyl)phenyl]-2-propenoyl chloride (10a) (0.31 g) in tetrahydrofuran (5 mL) and the mixture was stirred at ambient temperature for 0.5 hours. The mixture wa... The reactants are FC1=C(C=CC=C1)N1N=NC(=C1C=1N=CN(C1)C1=NC=C(C(=O)O)C=C1)C (6-(4-(1-(2-fluorophenyl)-4-methyl-1H-1,2,3-triazol-5-yl)-1H-imidazol-1-yl)nicotinic acid), NC(CO)(C)C (2-amino-2-methylpropan-1-ol). The product is FC1=C(C=CC=C1)N1N=NC(=C1C=1N=CN(C1)C1=NC=C(C(=O)NC(CO)(C)C)C=C1)C (6-(4-(1-(2-Fluorophenyl)-4-methyl-1H-1,2,3-triazol-5-yl)-1H-imidazol-1-yl)-N-(1-hydroxy-2-methylpropan-2-yl)nicotinamide). The yield is 63.0%. Reaction SMILES: [F:1][C:2]1[CH:7]=[CH:6][CH:5]=[CH:4][C:3]=1[N:8]1[C:12]([C:13]2[N:14]=[CH:15][N:16]([C:18]3[CH:26]=[CH:25][C:21]([C:22]([OH:24])=O)=[CH:20][N:19]=3)[CH:17]=2)=[C:11]([CH3:27])[N:10]=[N:9]1.[NH2:28][C:29]([CH3:33])([CH3:32])[CH2:30][OH:31]>>[F:1][C:2]1[CH:7]=[CH:6][CH:5]=[CH:4][C:3]=1[N:8]1[C:12]([C:13]2[N:14]=[CH:15][N:16]([C:18]3[CH:26]=[CH:25][C:21]([C:22]([NH:28][C:29]([CH3:33])([CH3:32])[CH2:30][OH:31])=[O:24])=[CH:20][N:19]=3)[CH:17]=2)=[C:11]([CH3:27])[N:10]=[N:9]1. Procedure: As described for example 43c, 6-(4-(1-(2-fluorophenyl)-4-methyl-1H-1,2,3-triazol-5-yl)-1H-imidazol-1-yl)nicotinic acid (74 mg, 0.203 mmol) was converted, using 2-amino-2-methylpropan-1-ol instead of isopropylamine, to the title compound (56 mg, 63%) which was obtained as a white foam after purification by chromatography (reverse phase HPLC then silica, ethyl acetate). MS: m/e=436.2 [M+H]+. Starting materials: NC1=C2C=CC=NC2=C(C=C1)OC (5-amino-8-methoxyquinoline), ClCC(CN1CCN(CC1)C(C1=CC=CC=C1)C1=CC=CC=C1)O (4-(3-chloro-2-hydroxypropyl)-1-diphenylmethylpiperazine). Product: C1(=CC=CC=C1)C(N1CCN(CC1)CC(CNC1=C2C=CC=NC2=C(C=C1)OC)O)C1=CC=CC=C1 (5-[3-(4-diphenylmethylpiperazine-1-yl)-2-hydroxy-propylamino]-8-methoxyquinoline). The yield is 11.6%. As a reaction SMILES: [NH2:1][C:2]1[CH:11]=[CH:10][C:9]([O:12][CH3:13])=[C:8]2[C:3]=1[CH:4]=[CH:5][CH:6]=[N:7]2.Cl[CH2:15][CH:16]([OH:37])[CH2:17][N:18]1[CH2:23][CH2:22][N:21]([CH:24]([C:31]2[CH:36]=[CH:35][CH:34]=[CH:33][CH:32]=2)[C:25]2[CH:30]=[CH:29][CH:28]=[CH:27][CH:26]=2)[CH2:20][CH2:19]1>>[C:31]1([CH:24]([C:25]2[CH:30]=[CH:29][CH:28]=[CH:27][CH:26]=2)[N:21]2[CH2:20][CH2:19][N:18]([CH2:17][CH:16]([OH:37])[CH2:15][NH:1][C:2]3[CH:11]=[CH:10][C:9]([O:12][CH3:13])=[C:8]4[C:3]=3[CH:4]=[CH:5][CH:6]=[N:7]4)[CH2:23][CH2:22]2)[CH:32]=[CH:33][CH:34]=[CH:35][CH:36]=1. Procedure: Following the same procedure as in Example 27, reaction and treatment were carried out using 1.81 g of 5-amino-8-methoxyquinoline and 1.23 g of 4-(3-chloro-2-hydroxypropyl)-1-diphenylmethylpiperazine to obtain 200 mg of 5-[3-(4-diphenylmethylpiperazine-1-yl)-2-hydroxy-propylamino]-8-methoxyquinoline. Starting materials: [OH-].[Na+] (sodium hydroxide), C(C)OC(=O)C=1C2=C(C(=NC1)N)C(=CS2)COC2=C(C=CC(=C2)C2=NC(=NO2)C)C (4-amino-3-[2-methyl-5-(3-methyl-[1,2,4]oxadiazol-5-yl)-phenoxymethyl]-thieno[3,2-c]pyridine-7-carboxylic acid ethyl ester). Run in O1CCCC1.CO (tetrahydrofuran methanol). Reaction conditions: temperature 50 celsius, time 30 minute. Product: NC1=NC=C(C2=C1C(=CS2)COC2=C(C=CC(=C2)C2=NC(=NO2)C)C)C(=O)O (4-Amino-3-[2-methyl-5-(3-methyl-[1,2,4]oxadiazol-5-yl)-phenoxymethyl]-thieno[3,2-c]pyridine-7-carboxylic acid). RXN SMILES: [OH-].[Na+].C([O:5][C:6]([C:8]1[C:9]2[S:17][CH:16]=[C:15]([CH2:18][O:19][C:20]3[CH:25]=[C:24]([C:26]4[O:30][N:29]=[C:28]([CH3:31])[N:27]=4)[CH:23]=[CH:22][C:21]=3[CH3:32])[C:10]=2[C:11]([NH2:14])=[N:12][CH:13]=1)=[O:7])C>O1CCCC1.CO>[NH2:14][C:11]1[C:10]2[C:15]([CH2:18][O:19][C:20]3[CH:25]=[C:24]([C:26]4[O:30][N:29]=[C:28]([CH3:31])[N:27]=4)[CH:23]=[CH:22][C:21]=3[CH3:32])=[CH:16][S:17][C:9]=2[C:8]([C:6]([OH:7])=[O:5])=[CH:13][N:12]=1 |f:0.1,3.4|. Procedure: An aqueous solution of sodium hydroxide (2 N, 3.0 mL, 1.5 mmol) was added to a solution of 4-amino-3-[2-methyl-5-(3-methyl-[1,2,4]oxadiazol-5-yl)-phenoxymethyl]-thieno[3,2-c]pyridine-7-carboxylic acid ethyl ester (0.33 g, 0.78 mmol) (from Example 54 supra) in tetrahydrofuran/methanol (3:1, 8 mL) and the mixture was heated at 50° C. for 1 day. The reaction mixture was concentrated and azeotroped with toluene. The solid residue was triturated with ethyl acetate. The solid was then suspended in wat...